From a dataset of the Open Reaction Database (ORD), a public repository of structured organic reaction records. describe an organic reaction: reactants, conditions, products, and yield As a reaction SMILES: ClC(Cl)(OC(=O)[O:6][C:7]([Cl:10])(Cl)Cl)Cl.[F:13][C:14]([F:45])([F:44])[C:15]1[CH:16]=[C:17]([C:25]([CH3:43])([CH3:42])[C:26]([N:28]([C@H:30]2[C@H:34]([C:35]3[CH:40]=[CH:39][C:38]([F:41])=[CH:37][CH:36]=3)[CH2:33][NH:32][CH2:31]2)[CH3:29])=[O:27])[CH:18]=[C:19]([C:21]([F:24])([F:23])[F:22])[CH:20]=1.N1C=CC=CC=1>C(Cl)Cl>[F:45][C:14]([F:13])([F:44])[C:15]1[CH:16]=[C:17]([C:25]([CH3:42])([CH3:43])[C:26]([N:28]([CH3:29])[C@H:30]2[C@H:34]([C:35]3[CH:36]=[CH:37][C:38]([F:41])=[CH:39][CH:40]=3)[CH2:33][N:32]([C:7]([Cl:10])=[O:6])[CH2:31]2)=[O:27])[CH:18]=[C:19]([C:21]([F:24])([F:23])[F:22])[CH:20]=1. The solvent is C(Cl)Cl (CH2Cl2), C(Cl)Cl (CH2Cl2). Reaction conditions: time 2 hour. Reactants: ClC(Cl)(OC(OC(Cl)(Cl)Cl)=O)Cl (triphosgene), FC(C=1C=C(C=C(C1)C(F)(F)F)C(C(=O)N(C)[C@@H]1CNC[C@H]1C1=CC=C(C=C1)F)(C)C)(F)F (rac-2-(3,5-bis-trifluoromethyl-phenyl)-N-[(3S,4R)-4-(4-fluoro-phenyl)-pyrrolidin-3-yl]-N-methyl-isobutyramide), N1=CC=CC=C1 (pyridine). The yield is 46.4%. Reported procedure: To a stirred solution of carbonic acid ditrichloromethyl ester (triphosgene) (31 mg, 0.10 mmol) in CH2Cl2 (5 ml) at 0° C., was added a solution of rac-2-(3,5-bis-trifluoromethyl-phenyl)-N-[(3S,4R)-4-(4-fluoro-phenyl)-pyrrolidin-3-yl]-N-methyl-isobutyramide (Intermediate VII-4), (100 mg, 0.21 mmol) and pyridine (0.02 ml, 0.22 mmol) in CH2Cl2 (2 ml) over 30 minutes. The temperature was raised to RT, and stirring was continued for 2 hours. The organic phase was washed with H2O, dried over Na2SO4. P... Yields the product FC(C=1C=C(C=C(C1)C(F)(F)F)C(C(=O)N([C@@H]1CN(C[C@H]1C1=CC=C(C=C1)F)C(=O)Cl)C)(C)C)(F)F ((3S,4R)-3-{[2-(3,5-Bis-trifluoromethyl-phenyl)-2-methyl-propionyl]-methyl-amino}-4-(4-fluoro-phenyl)-pyrrolidine-1-carbonyl chloride). Starting materials: COC(=O)C=1C=NC(=NC1)C1(CCN(CC1)CC(CCC)C)C1=CC(=CC=C1)OC (2-[4-(3-Methoxy-phenyl)-1-(2-methyl-pentyl)-piperidin-4-yl]-pyrimidine-5-carboxylic acid methyl ester), C(C)[Mg]Br (ethyl magnesium bromide), C1CCOC1 (THF). The solvent is C(C)(C)(C)OC (t-butylmethyl ether). Run at time 18 hour. Product: COC=1C=C(C=CC1)C1(CCN(CC1)CC(CCC)C)C1=NC=C(C=N1)C(CC)(CC)O (3-{2-[4-(3-Methoxy-phenyl)-1-(2-methyl-pentyl)-piperidin-4-yl]-pyrimidin-5-yl}-pentan-3-ol). Reaction SMILES: C[O:2][C:3]([C:5]1[CH:6]=[N:7][C:8]([C:11]2([C:23]3[CH:28]=[CH:27][CH:26]=[C:25]([O:29][CH3:30])[CH:24]=3)[CH2:16][CH2:15][N:14]([CH2:17][CH:18]([CH3:22])[CH2:19][CH2:20][CH3:21])[CH2:13][CH2:12]2)=[N:9][CH:10]=1)=O.[CH2:31]([Mg]Br)[CH3:32].[CH2:35]1COC[CH2:36]1>C(OC)(C)(C)C>[CH3:30][O:29][C:25]1[CH:24]=[C:23]([C:11]2([C:8]3[N:9]=[CH:10][C:5]([C:3]([OH:2])([CH2:31][CH3:32])[CH2:35][CH3:36])=[CH:6][N:7]=3)[CH2:12][CH2:13][N:14]([CH2:17][CH:18]([CH3:22])[CH2:19][CH2:20][CH3:21])[CH2:15][CH2:16]2)[CH:28]=[CH:27][CH:26]=1. Procedure: To a solution of 2-[4-(3-Methoxy-phenyl)-1-(2-methyl-pentyl)-piperidin-4-yl]-pyrimidine-5-carboxylic acid methyl ester (120 mg, 0.292 mmol) in THF (6 mL) at 0° C. was added ethyl magnesium bromide in t-butylmethyl ether (1 M, 3 mL). The reaction mixture was stirred at room temperature for 18 hours. The reaction was quenched by slow addition of water (5 mL). The aqueous layer was washed with CH2Cl2 (3×10 mL) and the organic extracts were dried (Na2SO4) and concentrated. Purification by flash chro... As a reaction SMILES: [Cl:25][CH2:26][Cl:27].[F:1][c:2]1[c:3]([C:11](=[CH2:12])[CH3:13])[cH:4][c:5]([N+:8](=[O:9])[O-:10])[cH:6][cH:7]1.[OH:14][O:15][C:16]([c:17]1[cH:18][c:19]([Cl:20])[cH:21][cH:22][cH:23]1)=[O:24]>>[F:1][c:2]1[c:3]([C:11]2([CH3:13])[CH2:12][O:14]2)[cH:4][c:5]([N+:8](=[O:9])[O-:10])[cH:6][cH:7]1. The product is CC1(c2cc([N+](=O)[O-])ccc2F)CO1. The reactants are ClCCl, C=C(C)c1cc([N+](=O)[O-])ccc1F, O=C(OO)c1cccc(Cl)c1. The reactants are C(C)(C)(C)OC(=O)NC(CO)CCC (N-tert-butoxycarbonyl-2-aminopentan-1-ol), BrC(Br)(Br)Br (tetrabromomethane), C1(=CC=CC=C1)P(C1=CC=CC=C1)C1=CC=CC=C1 (triphenylphosphine). The solvent is C(Cl)Cl (DCM). The product is C(C)(C)(C)OC(=O)NC(CBr)CC(C)C (N-tert-butoxycarbonyl-1-bromo-2-amino-4-methylpentane). The yield is 68.3%. RXN SMILES: [C:1]([O:5][C:6]([NH:8][CH:9]([CH2:12][CH2:13][CH3:14])CO)=[O:7])([CH3:4])([CH3:3])[CH3:2].Br[C:16]([Br:19])(Br)Br.[C:20]1(P(C2C=CC=CC=2)C2C=CC=CC=2)C=CC=CC=1>C(Cl)Cl>[C:1]([O:5][C:6]([NH:8][CH:9]([CH2:12][CH:13]([CH3:14])[CH3:20])[CH2:16][Br:19])=[O:7])([CH3:2])([CH3:3])[CH3:4]. Procedure: A stirred solution of N-tert-butoxycarbonyl-2-aminopentan-1-ol (2.0 g, 9.2 mmol) in dry DCM (30 ml) at 0° C. was treated with tetrabromomethane (6.1 g, 18.4 mmol) followed by triphenylphosphine (4.84 g, 18.4 mmol). The clear reaction mixture immediately changed to yellow. After 30 min. the solvent was removed under reduced pressure and the residue was purified by column chromatography (flash silica gel; 0-40% ethyl acetate in hexane) to give N-tert-butoxycarbonyl-1-bromo-2-amino-4-methylpentane ... The reactants are OCCN(CCO)c1cc(Br)ccc1O, [Na+], [Na+], O=C([O-])[O-], O=S(=O)(O)O. Product: Oc1ccc(Br)cc1N1CCOCC1. As a reaction SMILES: [Br:1][c:2]1[cH:3][c:4]([N:9]([CH2:10][CH2:11][OH:12])[CH2:13][CH2:14][OH:15])[c:5]([OH:8])[cH:6][cH:7]1.[Na+:16].[Na+:17].[O-:18][C:19](=[O:20])[O-:21].[S:22](=[O:23])(=[O:24])([OH:25])[OH:26]>>[Br:1][c:2]1[cH:3][c:4]([N:9]2[CH2:10][CH2:11][O:15][CH2:14][CH2:13]2)[c:5]([OH:8])[cH:6][cH:7]1. As a reaction SMILES: [F:1][c:2]1[cH:3][cH:4][c:5]2[c:6]([cH:16]1)[S:7](=[O:14])(=[O:15])[c:8]1[c:9]-2[cH:10][cH:11][cH:12][cH:13]1.[OH:17][N+:18]([O-:19])=[O:20].[S:21](=[O:22])(=[O:23])([OH:24])[OH:25]>>[F:1][c:2]1[cH:3][cH:4][c:5]2[c:6]([cH:16]1)[S:7](=[O:14])(=[O:15])[c:8]1[c:9]-2[cH:10][cH:11][c:12]([N+:18](=[O:17])[O-:19])[cH:13]1. The product is O=[N+]([O-])c1ccc2c(c1)S(=O)(=O)c1cc(F)ccc1-2. Reactants: O=S1(=O)c2ccccc2-c2ccc(F)cc21, O=[N+]([O-])O, O=S(=O)(O)O.